From a dataset of the Open Reaction Database (ORD), a public repository of structured organic reaction records. describe an organic reaction: reactants, conditions, products, and yield Reactants: CCNCc1cccnc1, Cc1ccc(N(CC(=O)O)S(=O)(=O)c2ccc(C)cn2)cc1. Yields the product CCN(Cc1cccnc1)C(=O)CN(c1ccc(C)cc1)S(=O)(=O)c1ccc(C)cn1. Reaction SMILES: [CH2:23]([CH3:24])[NH:25][CH2:26][c:27]1[cH:28][n:29][cH:30][cH:31][cH:32]1.[CH3:1][c:2]1[cH:3][cH:4][c:5]([S:8](=[O:9])(=[O:10])[N:11]([c:12]2[cH:13][cH:14][c:15]([CH3:18])[cH:16][cH:17]2)[CH2:19][C:20](=[O:21])[OH:22])[n:6][cH:7]1>>[CH3:1][c:2]1[cH:3][cH:4][c:5]([S:8](=[O:9])(=[O:10])[N:11]([c:12]2[cH:13][cH:14][c:15]([CH3:18])[cH:16][cH:17]2)[CH2:19][C:20](=[O:21])[N:25]([CH2:23][CH3:24])[CH2:26][c:27]2[cH:28][n:29][cH:30][cH:31][cH:32]2)[n:6][cH:7]1. Yield: 91.2%. As a reaction SMILES: [C:1]([Cl:6])(=[O:5])[C:2](Cl)=[O:3].[C:7]1([C:13]2[CH:14]=[C:15]3[N:20]([CH:21]=2)[CH2:19][CH2:18][CH2:17][CH2:16]3)[CH:12]=[CH:11][CH:10]=[CH:9][CH:8]=1>C1(C)C=CC=CC=1.C1COCC1>[O:3]=[C:2]([C:21]1[N:20]2[C:15]([CH2:16][CH2:17][CH2:18][CH2:19]2)=[CH:14][C:13]=1[C:7]1[CH:12]=[CH:11][CH:10]=[CH:9][CH:8]=1)[C:1]([Cl:6])=[O:5]. Product: O=C(C(=O)Cl)C1=C(C=C2CCCCN12)C1=CC=CC=C1 (oxo-(2-phenyl-5,6,7,8-tetrahydro-indolizin-3-yl)-acetyl chloride). Reactants: C(C(=O)Cl)(=O)Cl (Oxalyl chloride), ice, C1(=CC=CC=C1)C=1C=C2CCCCN2C1 (2-phenyl-5,6,7,8-tetrahydro-indolizine). Conditions: time 30 minute. Procedure: Oxalyl chloride (17.2 mL, 0.19 mol) was added to an ice-cold solution of 2-phenyl-5,6,7,8-tetrahydro-indolizine (32 g, 0.16 mol) in a mixture of toluene (20 mL) and THF (30 mL). The reaction mixture was allowed to warm to room temperature and stirred for 30 min. then concentrated under vacuum. The residue was triturated with petrol (5×300 mL) to afford oxo-(2-phenyl-5,6,7,8-tetrahydro-indolizin-3-yl)-acetyl chloride (42 g, 89%) as a dark yellow solid. Run in C1(=CC=CC=C1)C (toluene), C1CCOC1 (THF). Solvent: C(C)NCC (diethylamine). Isolated yield 88.2%. Reaction conditions: time 3 day. The reactants are CC(C#C)(OC1=CC=C(C#N)C=C1)C (4-(1,1-dimethyl-2-propynyloxy)benzonitrile), IC1=NC=CC=C1 (2-iodopyridine), O (Water), C(C)(=O)OCC (ethyl acetate). Product: CC(C#CC1=NC=CC=C1)(OC1=CC=C(C#N)C=C1)C (4-[1,1-dimethyl 3-(2-pyridyl)-2-propynyloxy] benzonitrile). Procedure: 53 mg of copper(I) iodide, 293 mg of triphenylphosphine and 99 mg of palladium(II) chloride were dissolved in 320 ml of diethylamine. 10.4 g of 4-(1,1-dimethyl-2-propynyloxy)benzonitrile and 11.5 g of 2-iodopyridine were added and the mixture was stirred at room temperature under a nitrogen atmosphere for 3 days. Water and ethyl acetate were added and the organic phase was separated, dried over sodium sulphate and evaporated. The residue was chromatographed on silica gel using ethyl acetate/petr... Reagents/catalysts: [Cu]I (copper(I) iodide), [Pd](Cl)Cl (palladium(II) chloride), C1(=CC=CC=C1)P(C1=CC=CC=C1)C1=CC=CC=C1 (triphenylphosphine). Reaction SMILES: [CH3:1][C:2]([CH3:14])([O:5][C:6]1[CH:13]=[CH:12][C:9]([C:10]#[N:11])=[CH:8][CH:7]=1)[C:3]#[CH:4].I[C:16]1[CH:21]=[CH:20][CH:19]=[CH:18][N:17]=1.O.C(OCC)(=O)C>C(NCC)C.[Cu]I.[Pd](Cl)Cl.C1(P(C2C=CC=CC=2)C2C=CC=CC=2)C=CC=CC=1>[CH3:1][C:2]([CH3:14])([O:5][C:6]1[CH:7]=[CH:8][C:9]([C:10]#[N:11])=[CH:12][CH:13]=1)[C:3]#[C:4][C:16]1[CH:21]=[CH:20][CH:19]=[CH:18][N:17]=1. Reactants: C(C)OC(=O)C(C1=NC(=C(C=C1[N+](=O)[O-])Cl)Cl)C(=O)OCC (2-bis(ethoxycarbonyl)methyl-5,6-dichloro-3-nitropyridine), C(C)OC(=O)C(C1=NC(=C(C=C1Cl)[N+](=O)[O-])Cl)C(=O)OCC (2-bis(ethoxycarbonyl)methyl-3,6-dichloro-5-nitropyridine), C(C)C(C(=O)[O-])(C(=O)[O-])CC (diethylmalonate), NC=1C(=NC(=C(C1)Cl)Cl)C(C(=O)OCC)C(=O)OCC (3-amino-2-bis(ethoxycarbonyl)methyl-5,6-dichloropyridine), NC1(C(N=C(C=C1)Cl)C(C(=O)OCC)C(=O)OCC)Cl (3-amino-2-bis(ethoxycarbonyl)methyl-3,6-dichloropyridine). The reagents and catalysts are [Ni] (Raney nickel). Run in Cl (HCl), O (water), CCCCCC.C(C)(=O)OCC (hexane ethyl acetate), C(C)O (ethanol), C(C)O (ethanol). Conditions: time 5 hour. Product: ClC=1N=C2CC(NC2=CC1Cl)=O (5,6-dichloro-4-azaoxindole). Yield: 71.0%. As a reaction SMILES: C([O:3][C:4]([CH:6](C(OCC)=O)[C:7]1[C:12]([N+:13]([O-])=O)=[CH:11][C:10]([Cl:16])=[C:9]([Cl:17])[N:8]=1)=O)C.C(OC(C(C(OCC)=O)C1C(Cl)=CC([N+]([O-])=O)=C(Cl)N=1)=O)C.C(C(CC)(C([O-])=O)C([O-])=O)C.NC1C(C(C(OCC)=O)C(OCC)=O)=NC(Cl)=C(Cl)C=1.NC1(Cl)C=CC(Cl)=NC1C(C(OCC)=O)C(OCC)=O>C(O)C.[Ni].O.Cl.CCCCCC.C(OCC)(=O)C>[Cl:17][C:9]1[N:8]=[C:7]2[C:12](=[CH:11][C:10]=1[Cl:16])[NH:13][C:4](=[O:3])[CH2:6]2 |f:9.10|. Procedure: The mixture of 2-bis(ethoxycarbonyl)methyl-5,6-dichloro-3-nitropyridine, 2-bis(ethoxycarbonyl)methyl-3,6-dichloro-5-nitropyridine and diethylmalonate was dissolved in ethanol (100 mL) and added to a suspension of 50% Raney nickel in water (30 g) diluted with ethanol (10 mL). The mixture was hydrogenated in a Parr shaker at 3 atmospheres pressure for 5 hours and then filtered through diatomaceous earth (Celite (trademark)) to remove the catalyst. The solvent was removed in vacuo to leave an oil w... Starting materials: CC(C)(C)OC(=O)NC1(c2ccc(-c3c(Br)nc4n3-c3cccnc3Nc3ccccc3-4)cc2)CCC1, CCCC[Sn](CCCC)(CCCC)c1nccs1, COCCOC, O, Cl[Pd]Cl, c1ccc(P(c2ccccc2)c2ccccc2)cc1, c1ccc(P(c2ccccc2)c2ccccc2)cc1. The product is CC(C)(C)OC(=O)NC1(c2ccc(-c3c(-c4nccs4)nc4n3-c3cccnc3Nc3ccccc3-4)cc2)CCC1. As a reaction SMILES: [Br:1][c:2]1[n:3][c:4]2[n:5]([c:19]1-[c:20]1[cH:21][cH:22][c:23]([C:26]3([NH:30][C:31]([O:32][C:33]([CH3:34])([CH3:35])[CH3:36])=[O:37])[CH2:27][CH2:28][CH2:29]3)[cH:24][cH:25]1)-[c:6]1[c:7]([n:15][cH:16][cH:17][cH:18]1)[NH:8][c:9]1[c:10]-2[cH:11][cH:12][cH:13][cH:14]1.[CH2:38]([Sn:39]([CH2:40][CH2:41][CH2:42][CH3:48])([c:43]1[s:44][cH:45][cH:46][n:47]1)[CH2:49][CH2:50][CH2:51][CH3:52])[CH2:53][CH2:54][CH3:55].[CH3:57][O:58][CH2:59][CH2:60][O:61][CH3:62].[OH2:56].[Pd:63]([Cl:64])[Cl:65].[c:66]1([P:67]([c:68]2[cH:69][cH:70][cH:71][cH:72][cH:73]2)[c:74]2[cH:75][cH:76][cH:77][cH:78][cH:79]2)[cH:80][cH:81][cH:82][cH:83][cH:84]1.[c:85]1([P:86]([c:87]2[cH:88][cH:89][cH:90][cH:91][cH:92]2)[c:93]2[cH:94][cH:95][cH:96][cH:97][cH:98]2)[cH:99][cH:100][cH:101][cH:102][cH:103]1>>[c:2]1(-[c:43]2[s:44][cH:45][cH:46][n:47]2)[n:3][c:4]2[n:5]([c:19]1-[c:20]1[cH:21][cH:22][c:23]([C:26]3([NH:30][C:31]([O:32][C:33]([CH3:34])([CH3:35])[CH3:36])=[O:37])[CH2:27][CH2:28][CH2:29]3)[cH:24][cH:25]1)-[c:6]1[c:7]([n:15][cH:16][cH:17][cH:18]1)[NH:8][c:9]1[c:10]-2[cH:11][cH:12][cH:13][cH:14]1. The reactants are C(C)(C)OP(OC(C)C)(=O)C1=CC(=CC=C1)C(F)(F)C1=NC2=C(N1)C=C(C(=C2)C2=CC=C(C=C2)C2=CC=CC=C2)Cl ({3-[(5-Biphenyl-4-yl-6-chloro-1H-benzoimidazol-2-yl)-difluoro-methyl]-phenyl}-phosphonic acid diisopropyl ester), C[Si](C)(C)N[Si](C)(C)C (hexamethyldisilizane), Br[Si](C)(C)C (bromo trimethylsilane). Solvent: C(Cl)Cl (CH2Cl2). Reaction conditions: time 18 hour. Yields the product C1(=CC=C(C=C1)C1=CC2=C(NC(=N2)C(C=2C=C(C=CC2)P(O)(O)=O)(F)F)C=C1Cl)C1=CC=CC=C1 ({3-[(5-biphenyl-4-yl-6-chloro-1H-benzimidazol-2 yl)(difluoro)methyl]phenyl}-phosphonic acid). RXN SMILES: C([O:4][P:5]([C:11]1[CH:16]=[CH:15][CH:14]=[C:13]([C:17]([C:20]2[NH:24][C:23]3[CH:25]=[C:26]([Cl:41])[C:27]([C:29]4[CH:34]=[CH:33][C:32]([C:35]5[CH:40]=[CH:39][CH:38]=[CH:37][CH:36]=5)=[CH:31][CH:30]=4)=[CH:28][C:22]=3[N:21]=2)([F:19])[F:18])[CH:12]=1)(=[O:10])[O:6]C(C)C)(C)C.C[Si](N[Si](C)(C)C)(C)C.Br[Si](C)(C)C>C(Cl)Cl>[C:32]1([C:35]2[CH:40]=[CH:39][CH:38]=[CH:37][CH:36]=2)[CH:31]=[CH:30][C:29]([C:27]2[C:26]([Cl:41])=[CH:25][C:23]3[NH:24][C:20]([C:17]([F:19])([F:18])[C:13]4[CH:12]=[C:11]([P:5](=[O:4])([OH:10])[OH:6])[CH:16]=[CH:15][CH:14]=4)=[N:21][C:22]=3[CH:28]=2)=[CH:34][CH:33]=1. Procedure details: To a solution of compound 15-2 (32 mg, 0.054 mmol) in 2 mL CH2Cl2 was added hexamethyldisilizane (0.3 mL), followed by bromo trimethylsilane (71 μL, 0.54 mmol). The reaction was allowed to stir for 18 h at ambient temperature. The organic solvent was removed in vacuo, followed by the addition of H2O (2 mL). The crude product was purified by prepatory HPLC using a 30-80% CH3CN with 0.05% trifluoroacetic acid gradient over 20 min. The pure fractions were combined and lyophilized to give the title ... Isolated yield 54.9%. Reaction SMILES: [C:1]1([CH2:11][C:12]([OH:14])=O)[C:10]2[C:5](=[CH:6][CH:7]=[CH:8][CH:9]=2)[CH:4]=[CH:3][CH:2]=1.[CH3:15][NH:16][CH:17]1[C:26]2[C:21](=[CH:22][CH:23]=[CH:24][CH:25]=2)[CH2:20][CH2:19][CH:18]1[N:27]1[CH2:31][CH2:30][CH2:29][CH2:28]1>>[CH3:15][N:16]([C@@H:17]1[C:26]2[C:21](=[CH:22][CH:23]=[CH:24][CH:25]=2)[CH2:20][CH2:19][C@H:18]1[N:27]1[CH2:31][CH2:30][CH2:29][CH2:28]1)[C:12](=[O:14])[CH2:11][C:1]1[C:10]2[C:5](=[CH:6][CH:7]=[CH:8][CH:9]=2)[CH:4]=[CH:3][CH:2]=1. Procedure: Using the procedure of Step C of Example 1, 2.3 g of 1-naphthylacetic acid and 2 g of the product of Step B of Example 1 were reacted to obtain 5.3 g of crude product which was purified by chromatography on silica (methylene chloride 9-methanol 1). After crystallization from ethyl ether, 1.9 g of product melting at 117° C. were obtained which was crystallized from isopropyl ether to obtain 1.1 g of the expected product melting at 125° C. The reactants are C1(=CC=CC2=CC=CC=C12)CC(=O)O (1-naphthylacetic acid), CNC1C(CCC2=CC=CC=C12)N1CCCC1 (N-methyl-2-(1-pyrrolidinyl)-1,2,3,4-tetrahydro-1-naphthalene amine). Product: CN(C(CC1=CC=CC2=CC=CC=C12)=O)[C@H]1[C@@H](CCC2=CC=CC=C12)N1CCCC1 (Trans (±) N-methyl-N-[2-(1-pyrrolidinyl)-1,2,3,4-tetrahydro-1-naphthyl]-1-naphthalene acetamide). Starting materials: N#Cc1c(F)cc(Br)cc1F, COc1ccc(B(O)O)cc1, CCO, OO, c1ccccc1. Product: COc1ccc(-c2cc(F)c(C#N)c(F)c2)cc1. RXN SMILES: [Br:12][c:13]1[cH:14][c:15]([F:22])[c:16]([C:17]#[N:18])[c:19]([F:21])[cH:20]1.[CH3:1][O:2][c:3]1[cH:4][cH:5][c:6]([B:9]([OH:10])[OH:11])[cH:7][cH:8]1.[CH3:25][CH2:26][OH:27].[OH:23][OH:24].[cH:28]1[cH:29][cH:30][cH:31][cH:32][cH:33]1>>[CH3:1][O:2][c:3]1[cH:4][cH:5][c:6](-[c:13]2[cH:14][c:15]([F:22])[c:16]([C:17]#[N:18])[c:19]([F:21])[cH:20]2)[cH:7][cH:8]1. Reactants: C1=CC=CC=C1 (benzene), O1CCCC1 (tetrahydrofuran), CNC (dimethylamine), ClC=1SC=C(N1)C(C(=O)OCC)=O (ethyl 2-chlorothiazol-4-ylglyoxylate). Solvent: O (water). Conditions: time 3 hour. Yields the product CN(C=1SC=C(N1)C(C(=O)OCC)=O)C (Ethyl 2-dimethylaminothiazol-4-ylglyoxylate). RXN SMILES: C1C=CC=CC=1.[CH3:7][NH:8][CH3:9].Cl[C:11]1[S:12][CH:13]=[C:14]([C:16](=[O:22])[C:17]([O:19][CH2:20][CH3:21])=[O:18])[N:15]=1.O1CCCC1>O>[CH3:7][N:8]([CH3:9])[C:11]1[S:12][CH:13]=[C:14]([C:16](=[O:22])[C:17]([O:19][CH2:20][CH3:21])=[O:18])[N:15]=1. Reported procedure: A mixture comprising 10 ml of a 2M benzene solution of dimethylamine, 1.3 g of ethyl 2-chlorothiazol-4-ylglyoxylate, and 5 ml of tetrahydrofuran was stirred for 3 hours at room temperature. The reaction mixture was poured into water and extracted with ethyl acetate. The extract was washed with water, dried over anhydrous magnesium sulfate, and concentrated under reduced pressure. The residue was purified by silica gel column chromatography, using as eluent a 9:1 by volume mixture of benzene and ...